Task: describe an organic reaction: reactants, conditions, products, and yield. Dataset: the Open Reaction Database (ORD), a public repository of structured organic reaction records The reactants are COc1cc(OCCN2CCc3ccccc3C2)ccc1C=O, CC(C)O, NNC(=O)c1ccc(O)c(N)c1. Yields the product COc1cc(OCCN2CCc3ccccc3C2)ccc1C=NNC(=O)c1ccc(O)c(N)c1. Reaction SMILES: [CH2:13]1[N:14]([CH2:23][CH2:24][O:25][c:26]2[cH:27][c:28]([O:34][CH3:35])[c:29]([CH:30]=[O:31])[cH:32][cH:33]2)[CH2:15][CH2:16][c:17]2[cH:18][cH:19][cH:20][cH:21][c:22]21.[CH3:36][CH:37]([OH:38])[CH3:39].[NH2:1][c:2]1[cH:3][c:4]([C:5](=[O:6])[NH:7][NH2:8])[cH:9][cH:10][c:11]1[OH:12]>>[NH2:1][c:2]1[cH:3][c:4]([C:5](=[O:6])[NH:7][N:8]=[CH:30][c:29]2[c:28]([O:34][CH3:35])[cH:27][c:26]([O:25][CH2:24][CH2:23][N:14]3[CH2:13][c:22]4[c:17]([cH:18][cH:19][cH:20][cH:21]4)[CH2:16][CH2:15]3)[cH:33][cH:32]2)[cH:9][cH:10][c:11]1[OH:12]. Starting materials: ClCCCl, CCCN(CCC)C(C)C(=O)O, C1CCOC1, COc1cc2c(cc1[N+](=O)[O-])NCC2, CCOC(C)=O, Cl, On1nnc2ccccc21. The product is CCCN(CCC)C(C)C(=O)N1CCc2cc(OC)c([N+](=O)[O-])cc21. RXN SMILES: [CH2:15]([Cl:16])[CH2:17][Cl:18].[CH2:30]([CH2:31][CH3:32])[N:33]([CH:34]([CH3:35])[C:36](=[O:37])[OH:38])[CH2:39][CH2:40][CH3:41].[CH2:42]1[O:43][CH2:44][CH2:45][CH2:46]1.[CH3:1][O:2][c:3]1[cH:4][c:5]2[c:9]([cH:10][c:11]1[N+:12](=[O:13])[O-:14])[NH:8][CH2:7][CH2:6]2.[CH3:47][CH2:48][O:49][C:50](=[O:51])[CH3:52].[ClH:19].[OH:20][n:21]1[c:22]2[c:23]([cH:24][cH:25][cH:26][cH:27]2)[n:28][n:29]1>>[CH3:1][O:2][c:3]1[cH:4][c:5]2[c:9]([cH:10][c:11]1[N+:12](=[O:13])[O-:14])[N:8]([C:36]([CH:34]([N:33]([CH2:30][CH2:31][CH3:32])[CH2:39][CH2:40][CH3:41])[CH3:35])=[O:37])[CH2:7][CH2:6]2. The reactants are FC(C=1C=C(C(=O)N2CO[C@@](C2)(C2=CC=C(C=C2)F)CCN2CCC3(CC2)[C@H](CC2=CC=CC=C23)OCC(=O)O)C=C(C1)C(F)(F)F)(F)F ({[(2S)-1′-{2-[(5R)-3-[3,5-Bis(trifluoromethyl)benzoyl]-5-(4-fluorophenyl)-1,3-oxazolidin-5-yl]ethyl}-2,3-dihydrospiro[indene-1,4′-piperidin]-2-yl]oxy}acetic acid), C1(=C(C=CC=C1)NC(OC1CCN(CC1)CCN(C(CCNC1=CC=C(C=C1)C(N(CCCNC)C)=O)=O)C)=O)C1=CC=CC=C1 (1-(2-{Methyl[N-(4-{methyl[3-(methylamino)propyl]carbamoyl}phenyl)-β-alanyl]amino}ethyl)piperidin-4-yl biphenyl-2-ylcarbamate). The product is C1(=C(C=CC=C1)NC(OC1CCN(CC1)CCN(C)C(CCNC1=CC=C(C=C1)C(N(C)CCCN(C)C(CO[C@H]1CC2=CC=CC=C2C12CCN(CC2)CC[C@]2(CN(CO2)C(C2=CC(=CC(=C2)C(F)(F)F)C(F)(F)F)=O)C2=CC=C(C=C2)F)=O)=O)=O)=O)C2=CC=CC=C2 (1-{2-[(N-{4-[{3-[({[(2S)-1′-{2-[(5R)-3-[3,5-Bis(trifluoromethyl)benzoyl]-5-(4-fluorophenyl)-1,3-oxazolidin-5-yl]ethyl}-2,3-dihydrospiro[indene-1,4′-piperidin]-2-yl]oxy}acetyl)(methy)amino]propyl}(methyl)carbamoyl]phenyl}-β-alanyl)(methyl)amino]ethyl}piperidin-4-yl biphenyl-2-ylcarbamate). The yield is 62.2%. As a reaction SMILES: [F:1][C:2]([F:49])([F:48])[C:3]1[CH:4]=[C:5]([CH:41]=[C:42]([C:44]([F:47])([F:46])[F:45])[CH:43]=1)[C:6]([N:8]1[CH2:12][C@@:11]([CH2:20][CH2:21][N:22]2[CH2:27][CH2:26][C:25]3([C:35]4[C:30](=[CH:31][CH:32]=[CH:33][CH:34]=4)[CH2:29][C@@H:28]3[O:36][CH2:37][C:38](O)=[O:39])[CH2:24][CH2:23]2)([C:13]2[CH:18]=[CH:17][C:16]([F:19])=[CH:15][CH:14]=2)[O:10][CH2:9]1)=[O:7].[C:50]1([C:90]2[CH:95]=[CH:94][CH:93]=[CH:92][CH:91]=2)[CH:55]=[CH:54][CH:53]=[CH:52][C:51]=1[NH:56][C:57](=[O:89])[O:58][CH:59]1[CH2:64][CH2:63][N:62]([CH2:65][CH2:66][N:67]([CH3:88])[C:68](=[O:87])[CH2:69][CH2:70][NH:71][C:72]2[CH:77]=[CH:76][C:75]([C:78](=[O:86])[N:79]([CH3:85])[CH2:80][CH2:81][CH2:82][NH:83][CH3:84])=[CH:74][CH:73]=2)[CH2:61][CH2:60]1>>[C:50]1([C:90]2[CH:91]=[CH:92][CH:93]=[CH:94][CH:95]=2)[CH:55]=[CH:54][CH:53]=[CH:52][C:51]=1[NH:56][C:57](=[O:89])[O:58][CH:59]1[CH2:60][CH2:61][N:62]([CH2:65][CH2:66][N:67]([C:68](=[O:87])[CH2:69][CH2:70][NH:71][C:72]2[CH:73]=[CH:74][C:75]([C:78](=[O:86])[N:79]([CH2:80][CH2:81][CH2:82][N:83]([C:38](=[O:39])[CH2:37][O:36][C@@H:28]3[C:25]4([CH2:26][CH2:27][N:22]([CH2:21][CH2:20][C@:11]5([C:13]6[CH:18]=[CH:17][C:16]([F:19])=[CH:15][CH:14]=6)[O:10][CH2:9][N:8]([C:6](=[O:7])[C:5]6[CH:41]=[C:42]([C:44]([F:45])([F:46])[F:47])[CH:43]=[C:3]([C:2]([F:49])([F:1])[F:48])[CH:4]=6)[CH2:12]5)[CH2:23][CH2:24]4)[C:35]4[C:30](=[CH:31][CH:32]=[CH:33][CH:34]=4)[CH2:29]3)[CH3:84])[CH3:85])=[CH:76][CH:77]=2)[CH3:88])[CH2:63][CH2:64]1. Reported procedure: The compound (119 mg, 0.17 mmol) obtained in Example 1j and the compound (98 mg, 0.16 mmol) obtained in Example 94c were used to give the title compound (130 mg; yield, 64%) as a white solid according to the method described in Example 11e. Starting materials: NC1=CC=C(C=C1)O (paraaminophenol), NC=1C=CC(=C(C1)O)C (5-amino-2-methyl phenol). Solvent: [OH-].[Na+] (NaOH), [OH-].[Na+] (NaOH). The product is C1=CC(=O)C=CC1=NC2=CC=C(C=C2)O (indophenol). The yield is 60.2%. RXN SMILES: [NH2:1][C:2]1[CH:7]=[CH:6][C:5]([OH:8])=[CH:4][CH:3]=1.N[C:10]1[CH:11]=[CH:12][C:13](C)=[C:14]([OH:16])[CH:15]=1>[OH-].[Na+]>[CH:7]1[C:2](=[N:1][C:11]2[CH:10]=[CH:15][C:14]([OH:16])=[CH:13][CH:12]=2)[CH:3]=[CH:4][C:5](=[O:8])[CH:6]=1 |f:2.3|. Procedure details: 0.01 mole (1.09 g) of paraaminophenol is dissolved in 100 cm3 of a 0.1 N NaOH solution. A second solution of 0.01 mole (1.23 g) of 5-amino-2-methyl phenol in 100 cm3 of a 0.1N NaOH solution is also prepared. The two solutions are then mixed and air is bubbled in the resulting mixture for about 5 hours at ambient temperature. The reaction medium is then acidified with sufficient HCl to pH 5 to produce 1.2 g of said indophenol which is then filtered off and which, after recrystallization from a di... Reactants: [Al+3], CCOC(=O)c1cc2cc(OCc3ccccc3)ccc2[nH]1, [H-], [H-], [H-], [H-], [Li+]. The product is OCc1cc2cc(OCc3ccccc3)ccc2[nH]1. RXN SMILES: [Al+3:24].[CH2:1]([c:2]1[cH:3][cH:4][cH:5][cH:6][cH:7]1)[O:8][c:9]1[cH:10][c:11]2[cH:12][c:13]([C:18](=[O:19])[O:20][CH2:21][CH3:22])[nH:14][c:15]2[cH:16][cH:17]1.[H-:23].[H-:26].[H-:27].[H-:28].[Li+:25]>>[CH2:1]([c:2]1[cH:3][cH:4][cH:5][cH:6][cH:7]1)[O:8][c:9]1[cH:10][c:11]2[cH:12][c:13]([CH2:18][OH:19])[nH:14][c:15]2[cH:16][cH:17]1. Reagents/catalysts: [Cl-].C(C)(CCCCCC)[N+](C)(C(C)CCCCCC)C(C)CCCCCC (tri-sec-octyl methylammonium chloride), long-chain alcohol. The reactants are C1=CCCCCCCCCCCCC1 (Cyclotetradecene), C(Br)(Br)Br (bromoform), [OH-].[Na+] (sodium hydroxide). Reaction SMILES: [CH:1]1[CH2:14][CH2:13][CH2:12][CH2:11][CH2:10][CH2:9][CH2:8][CH2:7][CH2:6][CH2:5][CH2:4][CH2:3][CH:2]=1.[CH:15](Br)([Br:17])[Br:16].[OH-].[Na+]>[Cl-].C([N+](C(CCCCCC)C)(C(CCCCCC)C)C)(CCCCCC)C.ClCCl>[Br:16][C:15]1([Br:17])[CH:14]2[CH:1]1[CH2:2][CH2:3][CH2:4][CH2:5][CH2:6][CH2:7][CH2:8][CH2:9][CH2:10][CH2:11][CH2:12][CH2:13]2 |f:2.3,4.5|. Solvent: ClCCl (dichloromethane). The yield is 100.0%. Yields the product BrC1(C2CCCCCCCCCCCCC12)Br (15,15-dibromobicyclo[12.1.0]pentadecane). Reported procedure: Cyclotetradecene (40 g), bromoform (75.9 g), 50% aqueous sodium hydroxide solution (300 ml), dichloromethane (20 ml), tri-sec-octyl methylammonium chloride (1 drop) and 1 drop of a long-chain alcohol ethoxylate of the structure [C14-15 ] [OC2 ]11 --OH (Dobanol 45 + 11 EO, Shell Chemicals) were stirred together at 40° C. for 7 hours. The organic layer was separated and the volatile organic components removed under reduced pressure. The residue was dissolved in pentane and the solution was stirred... Starting materials: C(O)CN (monoethanolamine), ClC(C(=O)NC1=C(C(=O)C2=CC=CC=C2)C=C(C=C1)[N+](=O)[O-])(Cl)Cl (2-trichloroacetamido-5-nitrobenzophenone). Solvent: CS(=O)C (dimethylsulfoxide). Conditions: temperature 100 celsius. The product is [N+](=O)([O-])C1=CC=2C3(N(C(NC2C=C1)=O)CCO3)C3=CC=CC=C3 (9-nitro-2,3,6,10b-tetrahydro-10b-phenyl-5H-oxazolo[3,2-C]quinazolin-5-one). Isolated yield 56.6%. RXN SMILES: ClC(Cl)(Cl)[C:3]([NH:5][C:6]1[CH:19]=[CH:18][C:17]([N+:20]([O-:22])=[O:21])=[CH:16][C:7]=1[C:8]([C:10]1[CH:15]=[CH:14][CH:13]=[CH:12][CH:11]=1)=[O:9])=[O:4].[CH2:25]([CH2:27][NH2:28])O>CS(C)=O>[N+:20]([C:17]1[CH:18]=[CH:19][C:6]2[NH:5][C:3](=[O:4])[N:28]3[CH2:27][CH2:25][O:9][C:8]3([C:10]3[CH:15]=[CH:14][CH:13]=[CH:12][CH:11]=3)[C:7]=2[CH:16]=1)([O-:22])=[O:21]. Procedure: To a solution of 7.75 g of 2-trichloroacetamido-5-nitrobenzophenone in 50 ml. of dimethylsulfoxide was added 1.47 g of monoethanolamine, and the mixture was heated at 100°C for 2 hours. After cooling, the reaction mixture was poured into 500 ml. of water and the resulting precipitate was collected by filtration, washed successively with water and ether to give 3.52 g of 9-nitro-2,3,6,10b-tetrahydro-10b-phenyl-5H-oxazolo[3,2-C]quinazolin-5-one, having a melting point of 275°-276°C.